This data is from the Open Reaction Database (ORD), a public repository of structured organic reaction records. The task is: describe an organic reaction: reactants, conditions, products, and yield Reaction SMILES: [F:1][C:2]1[CH:7]=[CH:6][C:5]([C:8]2[C:12]3=[N:13][CH:14]=[CH:15][CH:16]=[C:11]3[N:10]([OH:17])[C:9]=2[C:18]2[CH:23]=[CH:22][N:21]=[CH:20][CH:19]=2)=[CH:4][CH:3]=1.[N+](=[CH2:26])=[N-]>C(Cl)(Cl)Cl.CO>[F:1][C:2]1[CH:3]=[CH:4][C:5]([C:8]2[C:12]3=[N:13][CH:14]=[CH:15][CH:16]=[C:11]3[N:10]([O:17][CH3:26])[C:9]=2[C:18]2[CH:19]=[CH:20][N:21]=[CH:22][CH:23]=2)=[CH:6][CH:7]=1. Procedure details: A solution of 3-(4-fluorophenyl)-1-hydroxy-2-(pyridin-4-yl)-1H-pyrrolo[3,2-b]pyridine (0.38 g, 1.25 mmol) in chloroform (8 ml) and methanol (2 ml) was added to a solution of diazomethane at 0° C. The reaction was warmed to room temperature and stirred overnight. The solvent was removed in vacuo and the residue was purified by flash column chromatography (50%-100% ethyl acetate/hexanes gradient) to 3-(4-fluorophenyl)-1-methoxy-2-(pyridin-4-yl)-1H-pyrrolo[3,2-b]pyridine as an off white solid (210 ... The product is FC1=CC=C(C=C1)C1=C(N(C=2C1=NC=CC2)OC)C2=CC=NC=C2 (3-(4-Fluorophenyl)-1-methoxy-2-(pyridin-4-yl)-1H-pyrrolo[3,2-b]pyridine). Starting materials: FC1=CC=C(C=C1)C1=C(N(C=2C1=NC=CC2)O)C2=CC=NC=C2 (3-(4-fluorophenyl)-1-hydroxy-2-(pyridin-4-yl)-1H-pyrrolo[3,2-b]pyridine), [N+](=[N-])=C (diazomethane). Run in C(Cl)(Cl)Cl (chloroform), CO (methanol). Conditions: time 8 hour.